Dataset: the Open Reaction Database (ORD), a public repository of structured organic reaction records. Task: describe an organic reaction: reactants, conditions, products, and yield Reactants: Example 1 ( 4 ), CC=1OC(=CC1C(CC(C)C)OC1=CC=C(C(=O)O)C=C1)C1=CC=C(C=C1)C(F)(F)F (4-(1-{2-methyl-5-[4-(trifluoromethyl)phenyl]-3-furyl}-3-methylbutoxy)benzoic acid), CNCCC(=O)OCC (ethyl 3-(methylamino)propanoate). Yields the product CC=1OC(=CC1C(CC(C)C)OC1=CC=C(C(=O)N(CCC(=O)O)C)C=C1)C1=CC=C(C=C1)C(F)(F)F (3-{[4-(1-{2-methyl-5-[4-(trifluoromethyl)phenyl]-3-furyl}-3-methylbutoxy)benzoyl](methyl)amino}propanoic acid). The yield is 86.9%. As a reaction SMILES: [CH3:1][C:2]1[O:3][C:4]([C:22]2[CH:27]=[CH:26][C:25]([C:28]([F:31])([F:30])[F:29])=[CH:24][CH:23]=2)=[CH:5][C:6]=1[CH:7]([O:12][C:13]1[CH:21]=[CH:20][C:16]([C:17](O)=[O:18])=[CH:15][CH:14]=1)[CH2:8][CH:9]([CH3:11])[CH3:10].[CH3:32][NH:33][CH2:34][CH2:35][C:36]([O:38]CC)=[O:37]>>[CH3:1][C:2]1[O:3][C:4]([C:22]2[CH:23]=[CH:24][C:25]([C:28]([F:30])([F:29])[F:31])=[CH:26][CH:27]=2)=[CH:5][C:6]=1[CH:7]([O:12][C:13]1[CH:21]=[CH:20][C:16]([C:17]([N:33]([CH3:32])[CH2:34][CH2:35][C:36]([OH:38])=[O:37])=[O:18])=[CH:15][CH:14]=1)[CH2:8][CH:9]([CH3:11])[CH3:10]. Procedure details: An operation similar to that in Example 1 (4) was performed using 4-(1-{2-methyl-5-[4-(trifluoromethyl)phenyl]-3-furyl}-3-methylbutoxy)benzoic acid (99 mg) as well as ethyl 3-(methylamino)propanoate (37 mg) to give the title compound (103 mg, 87%) as an amorphous compound. Starting materials: C1(=CC=CC=C1)OC (Anisole), C(Cl)(Cl)(Cl)Cl (carbon tetrachloride), BrBr (Bromine). Reagents/catalysts: [Fe] (iron). The product is BrC1=C(C=CC(=C1)Cl)OC (2-Bromo-4-chloroanisole). Reaction SMILES: [C:1]1([O:7][CH3:8])[CH:6]=[CH:5]C=[CH:3][CH:2]=1.[Br:9]Br.[C:11]([Cl:15])(Cl)(Cl)Cl>[Fe]>[Br:9][C:2]1[CH:3]=[C:11]([Cl:15])[CH:5]=[CH:6][C:1]=1[O:7][CH3:8]. Reported procedure: Anisole (10 g, 70.1 mmol) was dissolved in carbon tetrachloride (200 ml) and iron powder (6.0 g, 105 mmol Fe)was added. Bromine (4 ml, 77.1 mmol) was added at 0° C. The temperature was allowed rise to room temperature over one hour. Washing with aqueous sodium sulfite three times was followed by washing with aqueous sodium hydroxide (4 M). Drying over magnesium sulfate and evaporation gave the title compound. Yield 5.63 g, 36%. The reactants are CC(C)=O, O=C1CC=C(CCCCO)CC1. Yields the product O=C1CCC(CCCCO)CC1. Reaction SMILES: [CH3:13][C:14](=[O:15])[CH3:16].[OH:1][CH2:2][CH2:3][CH2:4][CH2:5][C:6]1=[CH:7][CH2:8][C:9](=[O:12])[CH2:10][CH2:11]1>>[OH:1][CH2:2][CH2:3][CH2:4][CH2:5][CH:6]1[CH2:7][CH2:8][C:9](=[O:12])[CH2:10][CH2:11]1.